describe an organic reaction: reactants, conditions, products, and yield From a dataset of the Open Reaction Database (ORD), a public repository of structured organic reaction records. The reactants are Cc1cc(CC(=O)OC(C)(C)C)ccc1Br, CCCC[Sn](CCCC)(CCCC)c1ccnnc1, CN(C)C=O, c1ccc(P(c2ccccc2)(c2ccccc2)[Pd](P(c2ccccc2)(c2ccccc2)c2ccccc2)(P(c2ccccc2)(c2ccccc2)c2ccccc2)P(c2ccccc2)(c2ccccc2)c2ccccc2)cc1. Yields the product Cc1cc(CC(=O)OC(C)(C)C)ccc1-c1ccnnc1. RXN SMILES: [Br:1][c:2]1[c:3]([CH3:16])[cH:4][c:5]([CH2:8][C:9](=[O:10])[O:11][C:12]([CH3:13])([CH3:14])[CH3:15])[cH:6][cH:7]1.[CH2:17]([Sn:18]([CH2:19][CH2:20][CH2:21][CH3:28])([c:22]1[cH:23][n:24][n:25][cH:26][cH:27]1)[CH2:29][CH2:30][CH2:31][CH3:32])[CH2:33][CH2:34][CH3:35].[O:113]=[CH:114][N:115]([CH3:116])[CH3:117].[cH:36]1[cH:37][cH:38][c:39]([P:40]([Pd:41]([P:42]([c:43]2[cH:44][cH:45][cH:46][cH:47][cH:48]2)([c:49]2[cH:50][cH:51][cH:52][cH:53][cH:54]2)[c:55]2[cH:56][cH:57][cH:58][cH:59][cH:60]2)([P:61]([c:62]2[cH:63][cH:64][cH:65][cH:66][cH:67]2)([c:68]2[cH:69][cH:70][cH:71][cH:72][cH:73]2)[c:74]2[cH:75][cH:76][cH:77][cH:78][cH:79]2)[P:80]([c:81]2[cH:82][cH:83][cH:84][cH:85][cH:86]2)([c:87]2[cH:88][cH:89][cH:90][cH:91][cH:92]2)[c:93]2[cH:94][cH:95][cH:96][cH:97][cH:98]2)([c:99]2[cH:100][cH:101][cH:102][cH:103][cH:104]2)[c:105]2[cH:106][cH:107][cH:108][cH:109][cH:110]2)[cH:111][cH:112]1>>[c:2]1(-[c:22]2[cH:23][n:24][n:25][cH:26][cH:27]2)[c:3]([CH3:16])[cH:4][c:5]([CH2:8][C:9](=[O:10])[O:11][C:12]([CH3:13])([CH3:14])[CH3:15])[cH:6][cH:7]1. The reactants are C(C)OC([C@H](CC1=CC=C(C=C1)OCC(=O)O)OC)=O ((2S)-3-(4-carboxymethoxy-phenyl)-2-methoxy-propionic acid ethyl ester), N1=CC(=CC=C1)CCN (2-pyridin-3-yl-ethylamine), C(C)O[C@H](C(=O)O)CC1=CC=C(C=C1)O[C@H](C)C(NCCC1=CC=C(C=C1)OC1=CC=CC=C1)=O ((2S,1R)-2-ethoxy-3-(4-{1-[2-(4-phenoxy-phenyl)-ethylcarbamoyl]-ethoxy}-phenyl)-propionic acid). Yields the product CO[C@H](C(=O)O)CC1=CC=C(C=C1)OCC(NCCC=1C=NC=CC1)=O ((2S)-2-methoxy-3-{4-[(2-pyridin-3-yl-ethylcarbamoyl)-methoxy]-phenyl}-propionic acid). Reaction SMILES: C([O:3][C:4](=[O:20])[C@@H:5]([O:18][CH3:19])[CH2:6][C:7]1[CH:12]=[CH:11][C:10]([O:13][CH2:14][C:15]([OH:17])=O)=[CH:9][CH:8]=1)C.[N:21]1[CH:26]=[CH:25][CH:24]=[C:23]([CH2:27][CH2:28][NH2:29])[CH:22]=1.C(O[C@@H](CC1C=CC(O[C@@H](C(=O)NCCC2C=CC(OC3C=CC=CC=3)=CC=2)C)=CC=1)C(O)=O)C>>[CH3:19][O:18][C@@H:5]([CH2:6][C:7]1[CH:8]=[CH:9][C:10]([O:13][CH2:14][C:15](=[O:17])[NH:29][CH2:28][CH2:27][C:23]2[CH:22]=[N:21][CH:26]=[CH:25][CH:24]=2)=[CH:11][CH:12]=1)[C:4]([OH:3])=[O:20]. Reported procedure: The title compound was prepared from (2S)-3-(4-carboxymethoxy-phenyl)-2-methoxy-propionic acid ethyl ester (PREPARATION 3, step 2) and 2-pyridin-3-yl-ethylamine via the same procedure used for the preparation of (2S,1R)-2-ethoxy-3-(4-{1-[2-(4-phenoxy-phenyl)-ethylcarbamoyl]-ethoxy}-phenyl)-propionic acid (Example 1, step 3) to produce a colorless oil. MS (ES) for C19H22N2O5 [M+H]+: 359. The reactants are NN, O, O=Cc1ccc(N2CCOCC2)cc1O, c1ccncc1. The product is NN=Cc1ccc(N2CCOCC2)cc1O. As a reaction SMILES: [NH2:17][NH2:18].[OH2:16].[OH:1][c:2]1[c:3]([CH:4]=[O:5])[cH:6][cH:7][c:8]([N:10]2[CH2:11][CH2:12][O:13][CH2:14][CH2:15]2)[cH:9]1.[cH:19]1[cH:20][cH:21][n:22][cH:23][cH:24]1>>[OH:1][c:2]1[c:3]([CH:4]=[N:17][NH2:18])[cH:6][cH:7][c:8]([N:10]2[CH2:11][CH2:12][O:13][CH2:14][CH2:15]2)[cH:9]1. Reactants: C(C1=CC=CC=C1)C=1OC2=C(C1C1=CC=C(C=C1)B1OC(C(O1)(C)C)(C)C)C=CC=C2 (2-benzyl-3-[4′-(4,4,5,5-tetramethyl-[1,3,2]-dioxaborolan-2-yl)phenyl]-benzofuran), BrC1=CC=C(C=C1)C(CC1C(OC(OC1=O)(C)C)=O)=O (5-[2-(4-bromophenyl)-2-oxoethyl]-2,2-dimethyl-[1,3]dioxane-4,6-dione), P(=O)([O-])([O-])[O-].[K+].[K+].[K+] (tripotassium phosphate). Run in CS(=O)C (DMSO), CS(=O)C (DMSO), C(C)OCC (diethyl ether). Run at temperature 80 celsius. Product: C(C1=CC=CC=C1)C=1OC2=C(C1C1=CC=C(C3=CC=C(C=C3)C(CC3C(OC(OC3=O)(C)C)=O)=O)C=C1)C=CC=C2 (5-(2-[4′-(2-Benzylbenzofuran-3-yl)-biphen-4-yl]-2-oxoethyl)-2,2-dimethyl-[1,3]-dioxane-4,6-dione). Isolated yield 75.6%. Reaction SMILES: [CH2:1]([C:8]1[O:9][C:10]2[CH:31]=[CH:30][CH:29]=[CH:28][C:11]=2[C:12]=1[C:13]1[CH:18]=[CH:17][C:16](B2OC(C)(C)C(C)(C)O2)=[CH:15][CH:14]=1)[C:2]1[CH:7]=[CH:6][CH:5]=[CH:4][CH:3]=1.Br[C:33]1[CH:38]=[CH:37][C:36]([C:39](=[O:51])[CH2:40][CH:41]2[C:46](=[O:47])[O:45][C:44]([CH3:49])([CH3:48])[O:43][C:42]2=[O:50])=[CH:35][CH:34]=1.P([O-])([O-])([O-])=O.[K+].[K+].[K+]>CS(C)=O.C(OCC)C>[CH2:1]([C:8]1[O:9][C:10]2[CH:31]=[CH:30][CH:29]=[CH:28][C:11]=2[C:12]=1[C:13]1[CH:14]=[CH:15][C:16]([C:33]2[CH:38]=[CH:37][C:36]([C:39](=[O:51])[CH2:40][CH:41]3[C:46](=[O:47])[O:45][C:44]([CH3:49])([CH3:48])[O:43][C:42]3=[O:50])=[CH:35][CH:34]=2)=[CH:17][CH:18]=1)[C:2]1[CH:3]=[CH:4][CH:5]=[CH:6][CH:7]=1 |f:2.3.4.5|. Reported procedure: A solution of 2-benzyl-3-[4′-(4,4,5,5-tetramethyl-[1,3,2]-dioxaborolan-2-yl)phenyl]-benzofuran (500 mg, 1.22 mmol) in anhydrous DMSO (5 mL) was added to a stirred suspension of 5-[2-(4-bromophenyl)-2-oxoethyl]-2,2-dimethyl-[1,3]dioxane-4,6-dione (436 mg, 1.22 mmol) and tripotassium phosphate (1.04 g, 4.88 mmol) in anhydrous DMSO (5 mL). [1,1′-bis-(Diphenylphosphino)ferrocene]dichloropalladium(II)-DCM complex (100 mg, 0.12 mmol) was added as a solid, and the resulting suspension was heated to 80°... Reactants: CC(C)(C)c1cc(C(=O)Cl)n(Cc2ccccc2)n1, C1CCOC1, CC(C)C(=O)Nc1cccc(C2CCN(CCCCCCN)CC2)c1. Yields the product CC(C)C(=O)Nc1cccc(C2CCN(CCCCCCNC(=O)c3cc(C(C)(C)C)nn3Cc3ccccc3)CC2)c1. Reaction SMILES: [CH2:26]([c:27]1[cH:28][cH:29][cH:30][cH:31][cH:32]1)[n:33]1[n:34][c:35]([C:41]([CH3:42])([CH3:43])[CH3:44])[cH:36][c:37]1[C:38](=[O:39])[Cl:40].[CH2:45]1[O:46][CH2:47][CH2:48][CH2:49]1.[NH2:1][CH2:2][CH2:3][CH2:4][CH2:5][CH2:6][CH2:7][N:8]1[CH2:9][CH2:10][CH:11]([c:14]2[cH:15][c:16]([NH:20][C:21]([CH:22]([CH3:23])[CH3:24])=[O:25])[cH:17][cH:18][cH:19]2)[CH2:12][CH2:13]1>>[NH:1]([CH2:2][CH2:3][CH2:4][CH2:5][CH2:6][CH2:7][N:8]1[CH2:9][CH2:10][CH:11]([c:14]2[cH:15][c:16]([NH:20][C:21]([CH:22]([CH3:23])[CH3:24])=[O:25])[cH:17][cH:18][cH:19]2)[CH2:12][CH2:13]1)[C:38]([c:37]1[n:33]([CH2:26][c:27]2[cH:28][cH:29][cH:30][cH:31][cH:32]2)[n:34][c:35]([C:41]([CH3:42])([CH3:43])[CH3:44])[cH:36]1)=[O:39]. Reactants: S(=O)(=O)([O-])[O-].[Na+].[Na+] (sodium sulfate), [O-][Si](=O)[O-].[Na+].[Na+] (water glass). Yields the product [Si]([O-])([O-])([O-])[O-].[Na+].[Na+].[Na+].[Na+] (sodium silicate). As a reaction SMILES: S([O-])([O-])(=O)=[O:2].[Na+:6].[Na+].[O-:8][Si:9]([O-:11])=[O:10].[Na+].[Na+]>>[Si:9]([O-:2])([O-:11])([O-:8])[O-:10].[Na+:6].[Na+:6].[Na+:6].[Na+:6] |f:0.1.2,3.4.5,6.7.8.9.10|. Procedure details: 1138 g of anhydrous sodium sulfate are dissolved in 50 kg of water glass having the composition as in Example 1, and the solution is spray-dried in a laboratory spray dryer (spray tower) from Anhydro to give an amorphous sodium silicate having an active substance content of about 83%. 15 kg of the amorphous sodium silicate are heat-treated at 720° C. for 90 min in a muffle furnace (Nabertherm, model W1000/H). The chilled product (about 10 kg) is pulverized using a jaw crusher and a disk mill. Starting materials: CC(Br)Br, Fc1cc(Cl)cc(Br)c1, CC(C)(C)OC(=O)N1CCC(=O)C1, I, [Mg], [Na+], [Na+], O=C([O-])[O-], C1CCOC1. Product: CC(C)(C)OC(=O)N1CCC(O)(c2cc(F)cc(Cl)c2)C1. As a reaction SMILES: [Br:3][CH:4]([Br:5])[CH3:6].[Br:7][c:8]1[cH:9][c:10]([Cl:15])[cH:11][c:12]([F:14])[cH:13]1.[C:16](=[O:17])([O:18][C:19]([CH3:20])([CH3:21])[CH3:22])[N:23]1[CH2:24][C:25](=[O:28])[CH2:26][CH2:27]1.[I:2].[Mg:1].[Na+:29].[Na+:30].[O-:31][C:32](=[O:33])[O-:34].[O:35]1[CH2:36][CH2:37][CH2:38][CH2:39]1>>[c:8]1([C:25]2([OH:28])[CH2:24][N:23]([C:16](=[O:17])[O:18][C:19]([CH3:20])([CH3:21])[CH3:22])[CH2:27][CH2:26]2)[cH:9][c:10]([Cl:15])[cH:11][c:12]([F:14])[cH:13]1.